Dataset: the Open Reaction Database (ORD), a public repository of structured organic reaction records. Task: describe an organic reaction: reactants, conditions, products, and yield The reactants are [OH-].[Na+] (sodium hydroxide), F[C@@]12[C@]3(C=CC(C=C3CC[C@H]1[C@@H]1CC[C@@H]([C@@]1(C)C[C@@H]2O)S)=O)C ((11β,17β)-9-Fluoro-11-hydroxy-17-mercaptoandrosta-1,4-dien-3-one), C(C=C)Br (allyl bromide). Run in CO (methanol). Run at time 1 hour. Yields the product F[C@@]12[C@]3(C=CC(C=C3CC[C@H]1[C@@H]1CC[C@@H]([C@@]1(C)C[C@@H]2O)SCC=C)=O)C ((11β,17β)-9-Fluoro-11-hydroxy-17-(2-propenylthio)androsta-1,4-dien-3-one). As a reaction SMILES: [F:1][C@:2]12[C@@H:19]([OH:20])[CH2:18][C@@:16]3([CH3:17])[C@@H:12]([CH2:13][CH2:14][C@@H:15]3[SH:21])[C@@H:11]1[CH2:10][CH2:9][C:8]1[C@:3]2([CH3:23])[CH:4]=[CH:5][C:6](=[O:22])[CH:7]=1.[OH-].[Na+].[CH2:26](Br)[CH:27]=[CH2:28]>CO>[F:1][C@:2]12[C@@H:19]([OH:20])[CH2:18][C@@:16]3([CH3:17])[C@@H:12]([CH2:13][CH2:14][C@@H:15]3[S:21][CH2:28][CH:27]=[CH2:26])[C@@H:11]1[CH2:10][CH2:9][C:8]1[C@:3]2([CH3:23])[CH:4]=[CH:5][C:6](=[O:22])[CH:7]=1 |f:1.2|. Procedure details: To a stirred solution of 1.7 g of (11β,17β)-9-Fluoro-11-hydroxy-17-mercaptoandrosta-1,4-dien-3-one dissolved in 100 ml of methanol, there was added 1 g of sodium hydroxide followed by 2.5 ml of allyl bromide (nitrogen atmosphere). The alkylation was complete after 1 hour of stirring at room temperature. The solution was partly evaporated, water was added and the resulting solid filtered and washed with water. Crystallization of the solid from ethyl acetate-petroleum ether furnished 1.08 g of the...